Dataset: the Open Reaction Database (ORD), a public repository of structured organic reaction records. Task: describe an organic reaction: reactants, conditions, products, and yield Starting materials: Brc1ccccc1, C1CCOC1, [Cl-], [Cl-], Clc1cccc2scnc12, [Zn+2], c1ccc(P(c2ccccc2)(c2ccccc2)[Pd](P(c2ccccc2)(c2ccccc2)c2ccccc2)(P(c2ccccc2)(c2ccccc2)c2ccccc2)P(c2ccccc2)(c2ccccc2)c2ccccc2)cc1. The product is c1ccc(-c2cccc3scnc23)cc1. RXN SMILES: [Br:1][c:2]1[cH:3][cH:4][cH:5][cH:6][cH:7]1.[CH2:18]1[O:19][CH2:20][CH2:21][CH2:22]1.[Cl-:23].[Cl-:25].[Cl:8][c:9]1[cH:10][cH:11][cH:12][c:13]2[c:14]1[n:15][cH:16][s:17]2.[Zn+2:24].[cH:26]1[cH:27][cH:28][c:29]([P:30]([Pd:31]([P:32]([c:33]2[cH:34][cH:35][cH:36][cH:37][cH:38]2)([c:39]2[cH:40][cH:41][cH:42][cH:43][cH:44]2)[c:45]2[cH:46][cH:47][cH:48][cH:49][cH:50]2)([P:51]([c:52]2[cH:53][cH:54][cH:55][cH:56][cH:57]2)([c:58]2[cH:59][cH:60][cH:61][cH:62][cH:63]2)[c:64]2[cH:65][cH:66][cH:67][cH:68][cH:69]2)[P:70]([c:71]2[cH:72][cH:73][cH:74][cH:75][cH:76]2)([c:77]2[cH:78][cH:79][cH:80][cH:81][cH:82]2)[c:83]2[cH:84][cH:85][cH:86][cH:87][cH:88]2)([c:89]2[cH:90][cH:91][cH:92][cH:93][cH:94]2)[c:95]2[cH:96][cH:97][cH:98][cH:99][cH:100]2)[cH:101][cH:102]1>>[c:2]1(-[c:9]2[cH:10][cH:11][cH:12][c:13]3[c:14]2[n:15][cH:16][s:17]3)[cH:3][cH:4][cH:5][cH:6][cH:7]1. The reactants are COC1=CC=C(C=C1)S\C=C/C(C)O (rac-(Z)-4-[(p-methoxyphenyl)thio]-3-buten-2-ol), C(Cl)Cl (methylene chloride), CN(C=O)C (N,N-dimethylformamide), C(C)(C)(C)[Si](Cl)(C)C (t-butyldimethylchlorosilane). Solvent: C(C)N(CC)CC (triethylamine), CCOCC (ether). Run at time 6 hour. Yields the product [Si](C)(C)(C(C)(C)C)OC(\C=C/SC1=CC=C(C=C1)OC)C (4-[[(Z)-3-(t-butyldimethylsilyloxy)-1-butenyl]thio]anisole). RXN SMILES: [CH3:1][O:2][C:3]1[CH:8]=[CH:7][C:6]([S:9]/[CH:10]=[CH:11]\[CH:12]([OH:14])[CH3:13])=[CH:5][CH:4]=1.C(Cl)Cl.CN(C)C=O.[C:23]([Si:27]([CH3:30])([CH3:29])Cl)([CH3:26])([CH3:25])[CH3:24]>CCOCC.C(N(CC)CC)C>[Si:27]([O:14][CH:12]([CH3:13])/[CH:11]=[CH:10]\[S:9][C:6]1[CH:7]=[CH:8][C:3]([O:2][CH3:1])=[CH:4][CH:5]=1)([C:23]([CH3:26])([CH3:25])[CH3:24])([CH3:30])[CH3:29]. Procedure: 14.1 g (67.1 mmol) of rac-(Z)-4-[(p-methoxyphenyl)thio]-3-buten-2-ol in 250 ml of of methylene chloride and 25 ml of N,N-dimethylformamide are treated with 15.2 g (100 mmol) of t-butyldimethylchlorosilane and 13.6 g (18.7 ml) of triethylamine, the reaction mixture is stirred at room temperature for 6 hours and evaporated. The oil obtained is taken up in 500 ml of ether, washed three times with 100 ml of water each time, dried over sodium sulphate and filtered through silica gel. There is obtaine...